This data is from the Open Reaction Database (ORD), a public repository of structured organic reaction records. The task is: describe an organic reaction: reactants, conditions, products, and yield Reactants: O=C([O-])O, C#CCON=C(C(=O)O)c1csc(NC=O)n1, CC(=O)O, ClC(Cl)Cl, Cl, Cl, [Na+], [Na+], [OH-]. Yields the product C#CCON=C(C(=O)O)c1nc(NC=O)sc1Cl. As a reaction SMILES: [C:19](=[O:20])([OH:21])[O-:22].[CH2:2]([C:3]#[CH:4])[O:5][N:6]=[C:7]([C:8](=[O:9])[OH:10])[c:11]1[n:12][c:13]([NH:16][CH:17]=[O:18])[s:14][cH:15]1.[CH3:27][C:28](=[O:29])[OH:30].[CH:31]([Cl:32])([Cl:33])[Cl:34].[Cl:1].[ClH:26].[Na+:23].[Na+:25].[OH-:24]>>[CH2:2]([C:3]#[CH:4])[O:5][N:6]=[C:7]([C:8](=[O:9])[OH:10])[c:11]1[n:12][c:13]([NH:16][CH:17]=[O:18])[s:14][c:15]1[Cl:26]. The reagents and catalysts are C(=O)([O-])[O-].[Cs+].[Cs+], CC1(C2=C(C(=CC=C2)P(C3=CC=CC=C3)C4=CC=CC=C4)OC5=C1C=CC=C5P(C6=CC=CC=C6)C7=CC=CC=C7)C, CC(=O)O.CC(=O)O.[Pd]. Conditions: temperature 80 celsius. Reported procedure: **_September 10 2015_**  morpholin-3-one (1g, 9.89 mmol), 2,6-dibromopyridine (3.51 g, 14.84 mmol), PdOAc2 (0.222 g, 0.99 mmol), (9,9-dimethyl-9H-xanthene-4,5-diyl)bis(diphenylphosphine) (1.145 g, 1.98 mmol) and CS2CO3 (6.12 g, 18.79 mmol) in 1,4-dioxane (20 mL) were heated at 80 °C for 12 hours.  **_September 11 2015_**  LCMS showed no precursor and 37% of the desired mass MH+ 257/259 @ 0.86 min along with lots of unknowns on a 2-min basic run.  The reaction was cooled to RT, and filtered off t... Yield: 68.8%. The reactants are C1COCC(=O)N1, C1=CC(=NC(=C1)Br)Br. Run in C1COCCO1. Product: C1COCC(=O)N1C2=NC(=CC=C2)Br. Reactants: ClC=1N=C(C2=C(N1)C(=NC=N2)SC)N(CCCC)CCCC (2-chloro-4-di-n-butylamino-8-methylthio-pyrimido[5,4-d]pyrimidine), N1CCNCC1 (piperazine). Solvent: CS(=O)C (dimethylsulphoxide). Yields the product C(CCC)N(C=1C2=C(N=C(N1)N1CCNCC1)C(=NC=N2)SC)CCCC (4-Di-n-butylamino-8-methylthio-2-piperazino-pyrimido[5,4-d]pyrimidine). RXN SMILES: Cl[C:2]1[N:3]=[C:4]([N:14]([CH2:19][CH2:20][CH2:21][CH3:22])[CH2:15][CH2:16][CH2:17][CH3:18])[C:5]2[N:11]=[CH:10][N:9]=[C:8]([S:12][CH3:13])[C:6]=2[N:7]=1.[NH:23]1[CH2:28][CH2:27][NH:26][CH2:25][CH2:24]1>CS(C)=O>[CH2:15]([N:14]([CH2:19][CH2:20][CH2:21][CH3:22])[C:4]1[C:5]2[N:11]=[CH:10][N:9]=[C:8]([S:12][CH3:13])[C:6]=2[N:7]=[C:2]([N:23]2[CH2:28][CH2:27][NH:26][CH2:25][CH2:24]2)[N:3]=1)[CH2:16][CH2:17][CH3:18]. Procedure details: Prepared analogously to Example 2 from 2-chloro-4-di-n-butylamino-8-methylthio-pyrimido[5,4-d]pyrimidine and piperazine in dimethylsulphoxide. Reactants: ClCCl, COc1ccc(CCCO)cn1, Cc1nc(-c2cc(C)c(O)c(C)c2)no1, CCOC(=O)N=NC(=O)OCC, c1ccc(P(c2ccccc2)c2ccccc2)cc1. Product: COc1ccc(CCCOc2c(C)cc(-c3noc(C)n3)cc2C)cn1. Reaction SMILES: [CH2:59]([Cl:60])[Cl:61].[CH3:16][O:17][c:18]1[n:19][cH:20][c:21]([CH2:24][CH2:25][CH2:26][OH:27])[cH:22][cH:23]1.[CH3:1][c:2]1[n:3][c:4](-[c:7]2[cH:8][c:9]([CH3:15])[c:10]([OH:14])[c:11]([CH3:13])[cH:12]2)[n:5][o:6]1.[O:47]=[C:48]([O:49][CH2:50][CH3:51])[N:52]=[N:53][C:54]([O:55][CH2:56][CH3:57])=[O:58].[c:28]1([P:29]([c:30]2[cH:31][cH:32][cH:33][cH:34][cH:35]2)[c:36]2[cH:37][cH:38][cH:39][cH:40][cH:41]2)[cH:42][cH:43][cH:44][cH:45][cH:46]1>>[CH3:1][c:2]1[n:3][c:4](-[c:7]2[cH:8][c:9]([CH3:15])[c:10]([O:14][CH2:26][CH2:25][CH2:24][c:21]3[cH:20][n:19][c:18]([O:17][CH3:16])[cH:23][cH:22]3)[c:11]([CH3:13])[cH:12]2)[n:5][o:6]1. Reactants: CN(CCC1=NC=CN=C1)C (β-dimethylaminoethylpyrazine), C(C)(C)[N-]C(C)C.[Li+] (lithium diisopropylamide), C(CCC)[Li] (n-butyllithium), C(C)(C)NC(C)C (diisopropylamine), CI (methyl iodide). Run in O1CCCC1 (tetrahydrofuran), O1CCCC1 (tetrahydrofuran). Conditions: temperature -30 celsius, time 30 minute. The product is CN(CC(C)C1=NC=CN=C1)C (β-dimethylamino-α-methylethylpyrazine). Isolated yield 98.3%. Reaction SMILES: [CH:1]([N-]C(C)C)(C)C.[Li+].C([Li])CCC.C(NC(C)C)(C)C.[CH3:21][N:22]([CH3:31])[CH2:23][CH2:24][C:25]1[CH:30]=[N:29][CH:28]=[CH:27][N:26]=1.CI>O1CCCC1>[CH3:31][N:22]([CH3:21])[CH2:23][CH:24]([C:25]1[CH:30]=[N:29][CH:28]=[CH:27][N:26]=1)[CH3:1] |f:0.1|. Procedure: To 0.56 mole of lithium diisopropylamide, prepared from n-butyllithium and diisopropylamine in tetrahydrofuran, was added at -10° C. 84.6 g (0.56 mole) of β-dimethylaminoethylpyrazine in 1200 ml of tetrahydrofuran over a period of 30 minutes. The reaction mixture was stirred for additional 30 minutes. The deep red-coloured reaction mixture was cooled to -30° C. and 95.4 g (0.56 mole) of methyl iodide was added over a period of 20 minutes and the reaction mixture was stirred for three additional ... Starting materials: NC1=NC=CC=2C(=CC=CC12)C(=O)NC1=C2C=CN=C(C2=CC=C1C)NC1=CC(=CC=C1)C(F)(F)F (1-amino-N-(6-methyl-1-((3-(trifluoromethyl)phenyl)amino)isoquinolin-5-yl)isoquinoline-5-carboxamide), ClC1=CC=C(N)C=C1 (4-chloroaniline). Yields the product ClC1=CC=C(C=C1)NC1=NC=CC=2C(=C(C=CC12)C)N (N1-(4-chlorophenyl)-6-methylisoquinoline-1,5-diamine). The yield is 50.0%. RXN SMILES: NC1C2C=CC=C(C([NH:14][C:15]3[C:24]([CH3:25])=[CH:23][CH:22]=[C:21]4[C:16]=3[CH:17]=[CH:18][N:19]=[C:20]4[NH:26][C:27]3[CH:32]=[CH:31][CH:30]=[C:29](C(F)(F)F)[CH:28]=3)=O)C=2C=CN=1.[Cl:37]C1C=CC(N)=CC=1>>[Cl:37][C:30]1[CH:31]=[CH:32][C:27]([NH:26][C:20]2[C:21]3[CH:22]=[CH:23][C:24]([CH3:25])=[C:15]([NH2:14])[C:16]=3[CH:17]=[CH:18][N:19]=2)=[CH:28][CH:29]=1. Procedure details: The procedures of Steps (1) and (2) of Example 18 were repeated step by step, except for using 4-chloroaniline instead of aniline in Step (1) of Example 18 to obtain the title compound (0.83 g, 50%). Procedure: Triisopropylsilyl trifluoromethanesulfonate (65.4 g) was added dropwise to a solution of 5-bromo-2(1H)-pyridinone (33.8 g) and 2,6-lutidine (31.1 g) in 775 ml of dichloromethane at 0° C. The resulting solution was stirred for 15 minutes, and then it was poured into water and the layers were separated. The aqueous phase was extracted with dichloromethane, and the combined organic layers were dried over magnesium sulfate and concentrated to give a liquid. The product was slurried with silica gel a... The solvent is ClCCl (dichloromethane), hexanes. The product is BrC=1C=CC(=NC1)O[Si](C(C)C)(C(C)C)C(C)C (5-Bromo-2-(triisopropylsilyloxy)pyridine). Run at time 15 minute. RXN SMILES: FC(F)(F)S([O:6][Si:7]([CH:14]([CH3:16])[CH3:15])([CH:11]([CH3:13])[CH3:12])[CH:8]([CH3:10])[CH3:9])(=O)=O.[Br:19][C:20]1[CH:21]=[CH:22][C:23](=O)[NH:24][CH:25]=1.N1C(C)=CC=CC=1C.O>ClCCl>[Br:19][C:20]1[CH:21]=[CH:22][C:23]([O:6][Si:7]([CH:14]([CH3:16])[CH3:15])([CH:11]([CH3:13])[CH3:12])[CH:8]([CH3:10])[CH3:9])=[N:24][CH:25]=1. Starting materials: O (water), FC(S(=O)(=O)O[Si](C(C)C)(C(C)C)C(C)C)(F)F (Triisopropylsilyl trifluoromethanesulfonate), BrC=1C=CC(NC1)=O (5-bromo-2(1H)-pyridinone), N1=C(C=CC=C1C)C (2,6-lutidine). The yield is 100.7%.